This data is from the Open Reaction Database (ORD), a public repository of structured organic reaction records. The task is: describe an organic reaction: reactants, conditions, products, and yield Reactants: BrC1=CC=C2C(=NN(C2=C1)C(=O)OC(C)(C)C)C(=O)OCC (1-tert-butyl 3-ethyl 6-bromo-1H-indazole-1,3-dicarboxylate), [N+](=O)([O-])C1=CC=C(C=C1)B(O)O (p-nitrophenyl boronic acid), Pd (dppf)Cl2, C([O-])([O-])=O.[K+].[K+] (potassium carbonate), C(C)(=O)OCC (Ethyl acetate). The product is [N+](=O)([O-])C1=CC=C(C=C1)C1=CC=C2C(=NN(C2=C1)C(=O)OC(C)(C)C)C(=O)OCC (1-tert-butyl 3-ethyl 6-(4-nitrophenyl)-1H-indazole-1,3-dicarboxylate). Procedure details: The mixture of 1-tert-butyl 3-ethyl 6-bromo-1H-indazole-1,3-dicarboxylate (1.3 g), p-nitrophenyl boronic acid (666 mg), Pd (dppf)Cl2 (92 mg), and potassium carbonate (1 g) in N,N-dimethylformamide/water (4:1, 20 Ml) was stirred at room temperature for 24 h. Ethyl acetate and water were added. The organic layer was separated, washed with water, dried over magnesium sulfate, and concentrated under reduced pressure. The residue was purified by flash column chromatography (silica gel, EA only) to gi... Reaction conditions: time 24 hour. The yield is 89.7%. The solvent is CN(C=O)C.O (N,N-dimethylformamide water), O (water). As a reaction SMILES: Br[C:2]1[CH:10]=[C:9]2[C:5]([C:6]([C:18]([O:20][CH2:21][CH3:22])=[O:19])=[N:7][N:8]2[C:11]([O:13][C:14]([CH3:17])([CH3:16])[CH3:15])=[O:12])=[CH:4][CH:3]=1.[N+:23]([C:26]1[CH:31]=[CH:30][C:29](B(O)O)=[CH:28][CH:27]=1)([O-:25])=[O:24].C(=O)([O-])[O-].[K+].[K+].C(OCC)(=O)C>CN(C)C=O.O.O>[N+:23]([C:26]1[CH:31]=[CH:30][C:29]([C:2]2[CH:10]=[C:9]3[C:5]([C:6]([C:18]([O:20][CH2:21][CH3:22])=[O:19])=[N:7][N:8]3[C:11]([O:13][C:14]([CH3:17])([CH3:16])[CH3:15])=[O:12])=[CH:4][CH:3]=2)=[CH:28][CH:27]=1)([O-:25])=[O:24] |f:2.3.4,6.7|. Starting materials: FC=1C=C(C=C(C1C=O)F)S(=O)(=O)N=CN(C)C (N′-(3,5-difluoro-4-formylphenylsulfonyl)-N,N-dimethylformimidamide), [BH4-].[Na+] (NaBH4). Reagents/catalysts: COC(N(C)C)OC (N,N-dimethylformamide dimethylacetal). The solvent is CC#N (CH3CN), CO (MeOH). Run at time 1 hour. The product is FC=1C=C(C=C(C1CO)F)S(=O)(=O)N=CN(C)C (N′-(3,5-difluoro-4-(hydroxymethyl)phenylsulfonyl)-N,N-dimethylformimidamide). The yield is 46.4%. As a reaction SMILES: [F:1][C:2]1[CH:3]=[C:4]([S:11]([N:14]=[CH:15][N:16]([CH3:18])[CH3:17])(=[O:13])=[O:12])[CH:5]=[C:6]([F:10])[C:7]=1[CH:8]=[O:9].[BH4-].[Na+]>CO.CC#N.COC(OC)N(C)C>[F:10][C:6]1[CH:5]=[C:4]([S:11]([N:14]=[CH:15][N:16]([CH3:18])[CH3:17])(=[O:12])=[O:13])[CH:3]=[C:2]([F:1])[C:7]=1[CH2:8][OH:9] |f:1.2|. Reported procedure: To a solution of N′-(3,5-difluoro-4-formylphenylsulfonyl)-N,N-dimethylformimidamide (171 g, 619 mmol) in MeOH (1 L) was added NaBH4 (23.4 g, 619 mmol) at 0° C. After 1 h, the reaction mixture was concentrated, neutralized to pH 6 with 1N HCl, and extracted with EtOAc. The combined extracts were washed with water and brine, dried over MgSO4 and evaporated in vacuo. To a solution of this residue in CH3CN (1 L) was added N,N-dimethylformamide dimethylacetal (166 mL, 1.24 mmol, 2 eq). The solution w...